Dataset: the Open Reaction Database (ORD), a public repository of structured organic reaction records. Task: describe an organic reaction: reactants, conditions, products, and yield Reactants: BrC1=CC=2C3=C(C=NC2C=C1)N(C(N3C=3C(=NN(C3)C)C)=O)C (8-bromo-1-(1,3-dimethyl-1H-pyrazol-4-yl)-3-methyl-1,3-dihydro-imidazo[4,5-c]quinolin-2-one), BrC1=CC=2C3=C(C=NC2C=C1)N(C(N3C=3C(=NN(C3)C)C)=O)C (8-bromo-1-(1,3-dimethyl-1H-pyrazol-4-yl)-3-methyl-1,3-dihydro-imidazo[4,5-c]quinolin-2-one), C(C)NC(C1=C(N=CC(=C1)B1OC(C(O1)(C)C)(C)C)NC)=O (N-ethyl-2-methylamino-5-(4,4,5,5-tetramethyl-[1,3,2]dioxaborolan-2-yl)-nicotinamide). The product is CN1N=C(C(=C1)N1C(N(C=2C=NC=3C=CC(=CC3C21)C=2C=NC(=C(C(=O)NCC)C2)NC)C)=O)C (5-[1-(1,3-Dimethyl-1H-pyrazol-4-yl)-3-methyl-2-oxo-2,3-dihydro-1H-imidazo[4,5-c]quinolin-8-yl]-N-ethyl-2-methylamino-nicotinamide). RXN SMILES: Br[C:2]1[CH:11]=[CH:10][C:9]2[N:8]=[CH:7][C:6]3[N:12]([CH3:23])[C:13](=[O:22])[N:14]([C:15]4[C:16]([CH3:21])=[N:17][N:18]([CH3:20])[CH:19]=4)[C:5]=3[C:4]=2[CH:3]=1.[CH2:24]([NH:26][C:27](=[O:45])[C:28]1[CH:33]=[C:32](B2OC(C)(C)C(C)(C)O2)[CH:31]=[N:30][C:29]=1[NH:43][CH3:44])[CH3:25]>>[CH3:20][N:18]1[CH:19]=[C:15]([N:14]2[C:5]3[C:4]4[CH:3]=[C:2]([C:32]5[CH:31]=[N:30][C:29]([NH:43][CH3:44])=[C:28]([CH:33]=5)[C:27]([NH:26][CH2:24][CH3:25])=[O:45])[CH:11]=[CH:10][C:9]=4[N:8]=[CH:7][C:6]=3[N:12]([CH3:23])[C:13]2=[O:22])[C:16]([CH3:21])=[N:17]1. Procedure details: The title compound was synthesized in a similar manner as described for Example 1.1 using 8-bromo-1-(1,3-dimethyl-1H-pyrazol-4-yl)-3-methyl-1,3-dihydro-imidazo[4,5-c]quinolin-2-one (Intermediate A) and N-ethyl-2-methylamino-5-(4,4,5,5-tetramethyl-[1,3,2]dioxaborolan-2-yl)-nicotinamide (Stage 242.1.1) to give the title compound as a yellowish foam. (HPLC: tR 2.17 min (Method A); M+H=471 MS-ES; 1H-NMR (d6-DMSO, 400 MHz) 8.92 (s, 1H), 8.58 (t, 1H), 8.25-8.20 (m, 2H), 8.11-8.06 (m, 2H), 8.05-8.02 (m... Reactants: COC(=O)C1=C(C)NC(C(OC)OC)=C(C(=O)OC)C1c1cccc([N+](=O)[O-])c1, CC(C)=O, Cl. Yields the product COC(=O)C1=C(C)NC(C=O)=C(C(=O)OC)C1c1cccc([N+](=O)[O-])c1. Reaction SMILES: [CH3:1][C:2]1=[C:7]([C:8](=[O:9])[O:10][CH3:11])[CH:6]([c:12]2[cH:13][c:14]([N+:18](=[O:19])[O-:20])[cH:15][cH:16][cH:17]2)[C:5]([C:21](=[O:22])[O:23][CH3:24])=[C:4]([CH:25]([O:26][CH3:29])[O:27][CH3:28])[NH:3]1.[CH3:31][C:32](=[O:33])[CH3:34].[ClH:30]>>[CH3:1][C:2]1=[C:7]([C:8](=[O:9])[O:10][CH3:11])[CH:6]([c:12]2[cH:13][c:14]([N+:18](=[O:19])[O-:20])[cH:15][cH:16][cH:17]2)[C:5]([C:21](=[O:22])[O:23][CH3:24])=[C:4]([CH:25]=[O:26])[NH:3]1. Reactants: OC1CC2(c3ccccc3)C(OCc3cc(C(F)(F)F)cc(C(F)(F)F)c3)CCC1N2Cc1ccccc1, C1CCOC1, CI, [H-], [Na+]. Yields the product COC1CC2(c3ccccc3)C(OCc3cc(C(F)(F)F)cc(C(F)(F)F)c3)CCC1N2Cc1ccccc1. RXN SMILES: [CH2:1]([c:2]1[cH:3][cH:4][cH:5][cH:6][cH:7]1)[N:8]1[C:9]2([c:33]3[cH:34][cH:35][cH:36][cH:37][cH:38]3)[CH:10]([O:17][CH2:18][c:19]3[cH:20][c:21]([C:29]([F:30])([F:31])[F:32])[cH:22][c:23]([C:25]([F:26])([F:27])[F:28])[cH:24]3)[CH2:11][CH2:12][CH:13]1[CH:14]([OH:16])[CH2:15]2.[CH2:43]1[O:44][CH2:45][CH2:46][CH2:47]1.[CH3:39][I:40].[H-:41].[Na+:42]>>[CH2:1]([c:2]1[cH:3][cH:4][cH:5][cH:6][cH:7]1)[N:8]1[C:9]2([c:33]3[cH:34][cH:35][cH:36][cH:37][cH:38]3)[CH:10]([O:17][CH2:18][c:19]3[cH:20][c:21]([C:29]([F:30])([F:31])[F:32])[cH:22][c:23]([C:25]([F:26])([F:27])[F:28])[cH:24]3)[CH2:11][CH2:12][CH:13]1[CH:14]([O:16][CH3:39])[CH2:15]2. As a reaction SMILES: [CH2:1]([CH3:2])[O:3][C:4]([C:5]([CH3:6])([CH3:7])[O:8][c:9]1[cH:10][c:11]([O:19][CH2:20][CH2:21][c:22]2[n:23][c:24](-[c:28]3[cH:29][cH:30][c:31](-[c:34]4[cH:35][cH:36][cH:37][cH:38][cH:39]4)[cH:32][cH:33]3)[o:25][c:26]2[CH3:27])[c:12]([CH2:15][CH2:16][CH2:17][CH3:18])[cH:13][cH:14]1)=[O:40].[CH3:43][CH2:44][OH:45].[Na+:42].[OH-:41]>>[O:3]=[C:4]([C:5]([CH3:6])([CH3:7])[O:8][c:9]1[cH:10][c:11]([O:19][CH2:20][CH2:21][c:22]2[n:23][c:24](-[c:28]3[cH:29][cH:30][c:31](-[c:34]4[cH:35][cH:36][cH:37][cH:38][cH:39]4)[cH:32][cH:33]3)[o:25][c:26]2[CH3:27])[c:12]([CH2:15][CH2:16][CH2:17][CH3:18])[cH:13][cH:14]1)[OH:40]. The reactants are CCCCc1ccc(OC(C)(C)C(=O)OCC)cc1OCCc1nc(-c2ccc(-c3ccccc3)cc2)oc1C, CCO, [Na+], [OH-]. The product is CCCCc1ccc(OC(C)(C)C(=O)O)cc1OCCc1nc(-c2ccc(-c3ccccc3)cc2)oc1C. The reactants are O=C([O-])O, Cc1c(OCC2COC3(CCOCC3)OC2)ccnc1CSc1nc2ccccc2[nH]1, CC(C)[O-], CC(C)[O-], CC(C)[O-], CC(C)[O-], Cc1ccccc1, CCN(C(C)C)C(C)C, [Na+], [O-]O, [Ti+4], CC(C)c1ccccc1. The product is Cc1c(OCC2COC3(CCOCC3)OC2)ccnc1CS(=O)c1nc2ccccc2[nH]1. Reaction SMILES: [C:52]([OH:53])(=[O:54])[O-:55].[CH3:1][c:2]1[c:3]([CH2:21][S:22][c:23]2[n:24][c:25]3[c:26]([nH:27]2)[cH:28][cH:29][cH:30][cH:31]3)[n:4][cH:5][cH:6][c:7]1[O:8][CH2:9][CH:10]1[CH2:11][O:12][C:13]2([O:14][CH2:15]1)[CH2:16][CH2:17][O:18][CH2:19][CH2:20]2.[CH3:57][CH:58]([CH3:59])[O-:60].[CH3:62][CH:63]([CH3:64])[O-:65].[CH3:66][CH:67]([CH3:68])[O-:69].[CH3:70][CH:71]([CH3:72])[O-:73].[CH3:74][c:75]1[cH:76][cH:77][cH:78][cH:79][cH:80]1.[CH:32]([N:33]([CH2:34][CH3:35])[CH:36]([CH3:37])[CH3:38])([CH3:39])[CH3:40].[Na+:56].[O-:41][OH:42].[Ti+4:61].[c:43]1([CH:44]([CH3:45])[CH3:46])[cH:47][cH:48][cH:49][cH:50][cH:51]1>>[CH3:1][c:2]1[c:3]([CH2:21][S:22]([c:23]2[nH:24][c:25]3[c:26]([n:27]2)[cH:28][cH:29][cH:30][cH:31]3)=[O:53])[n:4][cH:5][cH:6][c:7]1[O:8][CH2:9][CH:10]1[CH2:11][O:12][C:13]2([O:14][CH2:15]1)[CH2:16][CH2:17][O:18][CH2:19][CH2:20]2. Reactants: C1(CC1)C=1C=C(C=CC1S(=O)(=O)C1CC1)[C@H](C(=O)NC1=NC=C(N=C1)OCC(C)(C)OCC1=CC=C(C=C1)OC)C[C@@H]1CC(CC1)=O ((2R)-2-[3-cyclopropyl-4-(cyclopropylsulfonyl)phenyl]-N-(5-{2-[(4-methoxybenzyl)oxy]-2-methylpropoxy}pyrazin-2-yl)-3-[(1R)-3-oxocyclopentyl]propanamide), ClC=1C(C(=C(C(C1Cl)=O)C#N)C#N)=O (2,3-dichloro-5,6-dicyano-1,4-benzoquinone), ClCCl (dichloromethane). The solvent is O (water), O (water). Run at time 10 minute. Product: C1(CC1)C=1C=C(C=CC1S(=O)(=O)C1CC1)[C@H](C(=O)NC1=NC=C(N=C1)OCC(C)(C)O)C[C@@H]1CC(CC1)=O ((2R)-2-[3-cyclopropyl-4-(cyclopropylsulfonyl)phenyl]-N-[5-(2-hydroxy-2-methylpropoxy)pyrazin-2-yl]-3-[(1R)-3-oxocyclopentyl]propanamide). Isolated yield 77.5%. RXN SMILES: [CH:1]1([C:4]2[CH:5]=[C:6]([C@@H:16]([CH2:41][C@H:42]3[CH2:46][CH2:45][C:44](=[O:47])[CH2:43]3)[C:17]([NH:19][C:20]3[CH:25]=[N:24][C:23]([O:26][CH2:27][C:28]([O:31]CC4C=CC(OC)=CC=4)([CH3:30])[CH3:29])=[CH:22][N:21]=3)=[O:18])[CH:7]=[CH:8][C:9]=2[S:10]([CH:13]2[CH2:15][CH2:14]2)(=[O:12])=[O:11])[CH2:3][CH2:2]1.ClC1C(=O)C(C#N)=C(C#N)C(=O)C=1Cl.ClCCl>O>[CH:1]1([C:4]2[CH:5]=[C:6]([C@@H:16]([CH2:41][C@H:42]3[CH2:46][CH2:45][C:44](=[O:47])[CH2:43]3)[C:17]([NH:19][C:20]3[CH:25]=[N:24][C:23]([O:26][CH2:27][C:28]([OH:31])([CH3:29])[CH3:30])=[CH:22][N:21]=3)=[O:18])[CH:7]=[CH:8][C:9]=2[S:10]([CH:13]2[CH2:15][CH2:14]2)(=[O:12])=[O:11])[CH2:3][CH2:2]1. Procedure details: To a solution of (2R)-2-[3-cyclopropyl-4-(cyclopropylsulfonyl)phenyl]-3-[(1R)-3-oxocyclopentyl]propanoic acid (99 mg) in dichloromethane (2.0 mL) were added oxalyl chloride (27 μL) and DMF (3 μL) under ice-cooling, followed by stirring for 10 minutes. Thereafter, pyridine (28 μL) and 5-{2-[(4-methoxybenzyl)oxy]-2-methylpropoxy}pyrazin-2-amide (53 mg) were added thereto under ice-cooling, followed by stirring for 20 minutes. To the reaction mixture was added water, followed by extraction with eth...